This data is from the Open Reaction Database (ORD), a public repository of structured organic reaction records. The task is: describe an organic reaction: reactants, conditions, products, and yield The reactants are N([C@@H](CC(C)C)C(=O)N([C@@H](CC1=CC=CC=C1)C(=O)N)C)C(=O)OC(C)(C)C (Boc-Leu-MePhe-NH2), Boc-Leu-Mephe-NH2, Cl (hydrogen chloride). The solvent is C(C)(=O)OCC (ethyl acetate). Product: N[C@@H](CC(C)C)C(=O)N([C@@H](CC1=CC=CC=C1)C(=O)N)C (H-Leu-MePhe-NH2), hydrochloride salt. The yield is 85.0%. Reaction SMILES: [NH:1](C(OC(C)(C)C)=O)[C@H:2]([C:7]([N:9]([CH3:21])[C@H:10]([C:18]([NH2:20])=[O:19])[CH2:11][C:12]1[CH:17]=[CH:16][CH:15]=[CH:14][CH:13]=1)=[O:8])[CH2:3][CH:4]([CH3:6])[CH3:5].Cl>C(OCC)(=O)C>[NH2:1][C@H:2]([C:7]([N:9]([CH3:21])[C@H:10]([C:18]([NH2:20])=[O:19])[CH2:11][C:12]1[CH:17]=[CH:16][CH:15]=[CH:14][CH:13]=1)=[O:8])[CH2:3][CH:4]([CH3:5])[CH3:6]. Reported procedure: De-(1,1-dimethylethoxy)carbonylation of Boc-Leu-MePhe-NH2 and Boc-Leu-Mephe-NH2 (mixture of isomers, 3.7 g.) with hydrogen chloride in ethyl acetate (4.4N, 25 ml.) for 2 hr. at room temperature and isolation of the product by precipitation with ether gave H-Leu-MePhe-NH2 and H-Leu-Mephe-NH2 (mixture of isomers) hydrochloride salt (2.63 g., 85% yield, m.r. 124°-127° C.). Reactants: C[O-], CO, O=C1CCc2c(Cl)nc(C=Cc3ccccc3)nc2N1, [Na+]. Product: COc1nc(C=Cc2ccccc2)nc2c1CCC(=O)N2. RXN SMILES: [CH3:21][O-:22].[CH3:24][OH:25].[Cl:1][c:2]1[c:3]2[c:4]([n:5][c:6]([CH:8]=[CH:9][c:10]3[cH:11][cH:12][cH:13][cH:14][cH:15]3)[n:7]1)[NH:16][C:17](=[O:20])[CH2:18][CH2:19]2.[Na+:23]>>[c:2]1([O:22][CH3:21])[c:3]2[c:4]([n:5][c:6]([CH:8]=[CH:9][c:10]3[cH:11][cH:12][cH:13][cH:14][cH:15]3)[n:7]1)[NH:16][C:17](=[O:20])[CH2:18][CH2:19]2. As a reaction SMILES: [ClH:1].[OH:2][C:3]1[CH:8]=[CH:7][C:6]([CH2:9][CH2:10]O)=[CH:5][CH:4]=1>>[OH:2][C:3]1[CH:8]=[CH:7][C:6]([CH2:9][CH2:10][Cl:1])=[CH:5][CH:4]=1. Reactants: Cl (HCl), OC1=CC=C(C=C1)CCO (2-(4-hydroxyphenyl) ethanol). Product: OC1=CC=C(C=C1)CCCl ((2-[4-hydroxyphenyl]ethyl) chloride). Reported procedure: In a similar process using 12N HCl, 2-(4-hydroxyphenyl) ethanol gave 70% isolated yield of the (2-[4-hydroxyphenyl]ethyl) chloride. 1H NMR (CDCl3) δ 2.96 (2H, t, J=7.8 Hz), 3.67 (2H, t, J=7.2 Hz), 6.79 (2H, d, J=8.4 Hz), 6.94 (2H, d, J=8.1 Hz) Reactants: ClCCN1S(C2=C(C1C1=CC=CC=C1)C=CC=C2)(=O)=O (2-(2-chloroethyl)-3-phenyl-1,2-benzisothiazole 1,1-dioxide), FC=1C=C2C(=CNC2=CC1)CC1CCNCC1 (4-[(5-fluoro-3-indolyl)methyl]-piperidine), C([O-])(O)=O.[Na+] (sodium bicarbonate). Solvent: CN(C=O)C (dimethylformamide), O1CCCC1 (tetrahydrofuran). Conditions: temperature 20 celsius, time 48 hour. The product is FC=1C=C2C(=CNC2=CC1)CC1CCN(CC1)CCN1S(C2=C(C1C1=CC=CC=C1)C=CC=C2)(=O)=O (2-{2-[4-((5-fluoro-3-indolyl)methyl)piperidino]ethyl}-3-phenyl-1,2-benzisothiazole 1,1-dioxide). Isolated yield 55.8%. As a reaction SMILES: Cl[CH2:2][CH2:3][N:4]1[CH:8]([C:9]2[CH:14]=[CH:13][CH:12]=[CH:11][CH:10]=2)[C:7]2[CH:15]=[CH:16][CH:17]=[CH:18][C:6]=2[S:5]1(=[O:20])=[O:19].[F:21][C:22]1[CH:23]=[C:24]2[C:28](=[CH:29][CH:30]=1)[NH:27][CH:26]=[C:25]2[CH2:31][CH:32]1[CH2:37][CH2:36][NH:35][CH2:34][CH2:33]1.C(=O)(O)[O-].[Na+]>CN(C)C=O.O1CCCC1>[F:21][C:22]1[CH:23]=[C:24]2[C:28](=[CH:29][CH:30]=1)[NH:27][CH:26]=[C:25]2[CH2:31][CH:32]1[CH2:37][CH2:36][N:35]([CH2:2][CH2:3][N:4]2[CH:8]([C:9]3[CH:14]=[CH:13][CH:12]=[CH:11][CH:10]=3)[C:7]3[CH:15]=[CH:16][CH:17]=[CH:18][C:6]=3[S:5]2(=[O:20])=[O:19])[CH2:34][CH2:33]1 |f:2.3|. Reported procedure: The procedure is as in Example 1, starting with 2-(2-chloroethyl)-3-phenyl-1,2-benzisothiazole 1,1-dioxide (2.85 g), 4-[(5-fluoro-3-indolyl)methyl]-piperidine (2.15 g) and sodium bicarbonate (2.3 g) in a mixture of dimethylformamide (30 cc) and tetrahydrofuran (20 cc). The mixture is heated to boiling for 48 hours and then cooled to a temperature in the region of 20° C. After purification by flash chromatography on a silica column under a stream of nitrogen at moderate pressure (0.5-1.5 bar) wit...